From a dataset of the Open Reaction Database (ORD), a public repository of structured organic reaction records. describe an organic reaction: reactants, conditions, products, and yield Reactants: ice, O=C1N(C(C2=CC=CC=C12)=O)CCCC=1C=C(C=O)C=CC1 (3-(3-(1,3-dioxoisoindolin-2-yl)propyl)benzaldehyde), [Br-].C(C)OC1=C(C[P+](C2=CC=CC=C2)(C2=CC=CC=C2)C2=CC=CC=C2)C(=CC=C1)OCC ((2,6-diethoxybenzyl)triphenylphosphonium bromide), CC(C)([O-])C.[K+] (potassium tert-butoxide). The solvent is C1CCOC1 (THF). Conditions: time 2 hour. Yields the product C(C)OC1=C(/C=C/C=2C=C(C=CC2)CCCN2C(C3=CC=CC=C3C2=O)=O)C(=CC=C1)OCC ((E)-2-(3-(3-(2,6-diethoxystyryl)phenyl)propyl)isoindoline-1,3-dione). As a reaction SMILES: [O:1]=[C:2]1[C:10]2[C:5](=[CH:6][CH:7]=[CH:8][CH:9]=2)[C:4](=[O:11])[N:3]1[CH2:12][CH2:13][CH2:14][C:15]1[CH:16]=[C:17]([CH:20]=[CH:21][CH:22]=1)[CH:18]=O.[Br-].[CH2:24]([O:26][C:27]1[CH:52]=[CH:51][CH:50]=[C:49]([O:53][CH2:54][CH3:55])[C:28]=1[CH2:29][P+](C1C=CC=CC=1)(C1C=CC=CC=1)C1C=CC=CC=1)[CH3:25].CC(C)([O-])C.[K+]>C1COCC1>[CH2:54]([O:53][C:49]1[CH:50]=[CH:51][CH:52]=[C:27]([O:26][CH2:24][CH3:25])[C:28]=1/[CH:29]=[CH:18]/[C:17]1[CH:16]=[C:15]([CH2:14][CH2:13][CH2:12][N:3]2[C:4](=[O:11])[C:5]3[C:10](=[CH:9][CH:8]=[CH:7][CH:6]=3)[C:2]2=[O:1])[CH:22]=[CH:21][CH:20]=1)[CH3:55] |f:1.2,3.4|. Procedure: To an ice-cold mixture of phthalimide 29 (0.440 g, 1.5 mmol) in THF (25 mL) was added (2,6-diethoxybenzyl)triphenylphosphonium bromide (0.860 g, 1.65 mmol) and potassium tert-butoxide (0.336 g, 3.0 mmol) portionwise. The reaction was allowed to warm to room temperature and stirred for 2 h. The mixture was then quenched with water and extracted with EtOAc. The combined organics were washed with brine, dried over Na2SO4 and concentrated under reduced pressure. Purification by flash chromatography ...